From a dataset of the Open Reaction Database (ORD), a public repository of structured organic reaction records. describe an organic reaction: reactants, conditions, products, and yield The reactants are [OH-].[Na+] (Sodium Hydroxide), CCCCCCC.CC(=O)C (n-heptane acetone), CCCCCCC (n-Heptane), CC1(OB(OC1(C)C)C1=CC=C(C=C1)C=1SC=CC1NS(=O)(=O)C(C)C)C (propane-2-sulfonic acid {2-[4-(4,4,5,5-tetramethyl-[1,3,2]dioxaborolan-2-yl) -phenyl]-thiophen-3-yl}-amide), C(C)OC(C1=CC(=C(C=C1)I)OCC)=O (3-ethoxy-4-iodo -benzoic acid ethyl ester), COCCOC (DME), C(C)O (ethanol), C(=O)([O-])[O-].[Na+].[Na+] (Na2CO3), O (water), O (water), Cl (HCl). The reagents and catalysts are C1=CC=C(C=C1)P([C-]2C=CC=C2)C3=CC=CC=C3.C1=CC=C(C=C1)P([C-]2C=CC=C2)C3=CC=CC=C3.Cl[Pd]Cl.[Fe+2] (PdCl2(dppf)). Run at temperature 60 celsius, time 8 hour. The product is C(C)OC1=C(C=CC(=C1)C(=O)O)C1=CC=C(C=C1)C=1SC=CC1NS(=O)(=O)C(C)C (2-Ethoxy-4′-[3-(propane-2-sulfonylamino)-thiophen-2-yl]-biphenyl-4-carboxylic acid). The yield is 63.1%. As a reaction SMILES: CC1(C)C(C)(C)OB([C:9]2[CH:14]=[CH:13][C:12]([C:15]3[S:16][CH:17]=[CH:18][C:19]=3[NH:20][S:21]([CH:24]([CH3:26])[CH3:25])(=[O:23])=[O:22])=[CH:11][CH:10]=2)O1.C([O:30][C:31](=[O:42])[C:32]1[CH:37]=[CH:36][C:35](I)=[C:34]([O:39][CH2:40][CH3:41])[CH:33]=1)C.COCCOC.C(O)C.C([O-])([O-])=O.[Na+].[Na+].O.[OH-].[Na+].Cl.CCCCCCC.CCCCCCC.CC(C)=O>C1C=CC(P(C2C=CC=CC=2)[C-]2C=CC=C2)=CC=1.C1C=CC(P(C2C=CC=CC=2)[C-]2C=CC=C2)=CC=1.Cl[Pd]Cl.[Fe+2]>[CH2:40]([O:39][C:34]1[CH:33]=[C:32]([C:31]([OH:42])=[O:30])[CH:37]=[CH:36][C:35]=1[C:9]1[CH:10]=[CH:11][C:12]([C:15]2[S:16][CH:17]=[CH:18][C:19]=2[NH:20][S:21]([CH:24]([CH3:25])[CH3:26])(=[O:22])=[O:23])=[CH:13][CH:14]=1)[CH3:41] |f:4.5.6,8.9,12.13,14.15.16.17|. Reported procedure: Mix propane-2-sulfonic acid {2-[4-(4,4,5,5-tetramethyl-[1,3,2]dioxaborolan-2-yl) -phenyl]-thiophen-3-yl}-amide (1.00 equiv; 441.02 mmoles; 196.60 g), 3-ethoxy-4-iodo -benzoic acid ethyl ester (1.00 equiv; 441.47 mmoles; 141.27 g), DME (15.15 moles; 1.57 L; 1.37 kg), PdCl2(dppf) (2.42 mmoles; 1.97 g), and ethanol (13.57 moles; 790.00 mL; 625.13 g) under a N2 atmosphere. Then add Na2CO3 2M in water (1.89 equiv; 833.06 mmoles; 416.53 mL; 504.00 g) and heat the reaction mixture to reflux until HPLC ...